Task: describe an organic reaction: reactants, conditions, products, and yield. Dataset: the Open Reaction Database (ORD), a public repository of structured organic reaction records The reactants are CS(=O)(=O)OC[C@@H](C)NC(C1=CC(=C(C=C1)[N+](=O)[O-])OC)=O ((R)-2-(3-methoxy-4-nitrobenzamido)propyl methanesulfonate), [H-].[Na+] (sodium hydride). The solvent is C1CCOC1 (THF). Run at temperature 60 celsius, time 5 hour. Product: COC=1C=C(C=CC1[N+](=O)[O-])C(=O)[N@]1C(C1)C ((R)-(3-Methoxy-4-nitrophenyl)(2-methylaziridin-1-yl)methanone). Isolated yield 71.0%. RXN SMILES: CS(O[CH2:6][C@H:7]([NH:9][C:10](=[O:22])[C:11]1[CH:16]=[CH:15][C:14]([N+:17]([O-:19])=[O:18])=[C:13]([O:20][CH3:21])[CH:12]=1)[CH3:8])(=O)=O.[H-].[Na+]>C1COCC1>[CH3:21][O:20][C:13]1[CH:12]=[C:11]([C:10]([N@@:9]2[CH2:6][CH:7]2[CH3:8])=[O:22])[CH:16]=[CH:15][C:14]=1[N+:17]([O-:19])=[O:18] |f:1.2|. Procedure: To a solution of (R)-2-(3-methoxy-4-nitrobenzamido)propyl methanesulfonate (1 equiv) in THF (0.14 M) was added sodium hydride (4 equiv, 60% in mineral oil). The mixture was stirred at 60° C. for 5 h. The reaction was quenched with aqueous ammonium chloride, diluted with ethyl acetate (0.16 M), and then washed with water (0.27 M) and brine (0.27 M). The aqueous layer was extracted with ethyl acetate (0.16 M). The combined organic phase was dried over magnesium sulfate and filtered. The filtrate w... The reactants are 50, C1(=CC=CC=C1)C(C)(C(C)(O)C1=CC=CC=C1)O (2,3-diphenyl-2,3-dihydroxybutane), OS(=O)(=O)[O-].[K+] (KHSO4). Product: 43.8, C1(=CC=CC=C1)C(=C)C(=C)C1=CC=CC=C1 (2,3-diphenyl-1,3-butadiene). Reaction SMILES: [C:1]1([C:7](O)([C:9]([C:12]2[CH:17]=[CH:16][CH:15]=[CH:14][CH:13]=2)(O)[CH3:10])[CH3:8])[CH:6]=[CH:5][CH:4]=[CH:3][CH:2]=1.OS([O-])(=O)=O.[K+]>>[C:1]1([C:7]([C:9]([C:12]2[CH:13]=[CH:14][CH:15]=[CH:16][CH:17]=2)=[CH2:10])=[CH2:8])[CH:6]=[CH:5][CH:4]=[CH:3][CH:2]=1 |f:1.2|. Reported procedure: A mixture of 50 parts of 2,3-diphenyl-2,3-dihydroxybutane and 0.5 part of freshly dehydrated KHSO4 is distilled for 50 minutes at 11 Torr and 200° C. bath temperature. The fraction which is collected within the boiling range of 150°-180° C./11 Torr yields 43.8 parts of crude 2,3-diphenyl-1,3-butadiene. The product is stirred direct with 21.5 parts of acrylic acid and 2 parts of hydroquinone under a nitrogen atmosphere for 3 hours at 130° to 140° C. Reactants: [Br-].S1C(=CC=C1)[Zn+] (2-thienylzinc bromide), C(C)(C)N(CCOC=1C=C(C=CC1OC)NC(C1=CC=C(C=C1)I)=O)C(C)C (N-[3-[2-(diisopropylamino)ethoxy]-4-methoxypheny]-4-iodobenzamide). The reagents and catalysts are C=1C=CC(=CC1)[P](C=2C=CC=CC2)(C=3C=CC=CC3)[Pd]([P](C=4C=CC=CC4)(C=5C=CC=CC5)C=6C=CC=CC6)([P](C=7C=CC=CC7)(C=8C=CC=CC8)C=9C=CC=CC9)[P](C=1C=CC=CC1)(C=1C=CC=CC1)C=1C=CC=CC1 (tetrakis(triphenylphosphine)palladium(0)). Run in O1CCCC1 (tetrahydrofuran), O1CCCC1 (tetrahydrofuran). Reaction conditions: time 16 hour. Product: CC(C)N(CCOC=1C=C(C=CC1OC)NC(C1=CC=C(C=C1)C=1SC=CC1)=O)C(C)C (N-[3-[2-[Bis(1-methylethyl)amino]ethoxy]-4-methoxyphenyl]-4-(2-thienyl)benzamide). As a reaction SMILES: [Br-].[S:2]1[CH:6]=[CH:5][CH:4]=[C:3]1[Zn+].[CH:8]([N:11]([CH:33]([CH3:35])[CH3:34])[CH2:12][CH2:13][O:14][C:15]1[CH:16]=[C:17]([NH:23][C:24](=[O:32])[C:25]2[CH:30]=[CH:29][C:28](I)=[CH:27][CH:26]=2)[CH:18]=[CH:19][C:20]=1[O:21][CH3:22])([CH3:10])[CH3:9]>O1CCCC1.C1C=CC([P]([Pd]([P](C2C=CC=CC=2)(C2C=CC=CC=2)C2C=CC=CC=2)([P](C2C=CC=CC=2)(C2C=CC=CC=2)C2C=CC=CC=2)[P](C2C=CC=CC=2)(C2C=CC=CC=2)C2C=CC=CC=2)(C2C=CC=CC=2)C2C=CC=CC=2)=CC=1>[CH3:35][CH:33]([N:11]([CH:8]([CH3:10])[CH3:9])[CH2:12][CH2:13][O:14][C:15]1[CH:16]=[C:17]([NH:23][C:24](=[O:32])[C:25]2[CH:26]=[CH:27][C:28]([C:3]3[S:2][CH:6]=[CH:5][CH:4]=3)=[CH:29][CH:30]=2)[CH:18]=[CH:19][C:20]=1[O:21][CH3:22])[CH3:34] |f:0.1,^1:44,46,65,84|. Procedure details: A solution of 2-thienylzinc bromide in tetrahydrofuran (0.5M, 5 mL, 2.5 mmol) was added to a solution of N-[3-[2-(diisopropylamino)ethoxy]-4-methoxypheny]-4-iodobenzamide (WO 99/01127) (0.5 g, 1 mmol) in tetrahydrofuran (5 mL) containing tetrakis(triphenylphosphine)palladium(0) (80 mg, 0.06 mmol), and the mixture was stirred at RT for 16 h. The reaction was quenched with saturated ammonium chloride and extracted with ether and dichloromethane. The organic phase was dried (MgSO4), concentrated in...